Dataset: the Open Reaction Database (ORD), a public repository of structured organic reaction records. Task: describe an organic reaction: reactants, conditions, products, and yield The reactants are COC(=O)C(C)c1ccc(-c2ccc(-c3nc(C(N)=O)c(C)nc3C)cc2)c(Cl)c1, CC(C)(C)O, Cl, [K+], [OH-]. Product: Cc1nc(C)c(-c2ccc(-c3ccc(C(C)C(=O)O)cc3Cl)cc2)nc1C(N)=O. RXN SMILES: [C:3]([NH2:4])(=[O:5])[c:6]1[c:7]([CH3:32])[n:8][c:9]([CH3:31])[c:10](-[c:12]2[cH:13][cH:14][c:15](-[c:18]3[c:19]([Cl:30])[cH:20][c:21]([CH:24]([C:25](=[O:26])[O:27][CH3:28])[CH3:29])[cH:22][cH:23]3)[cH:16][cH:17]2)[n:11]1.[CH3:34][C:35]([OH:36])([CH3:37])[CH3:38].[ClH:33].[K+:2].[OH-:1]>>[C:3]([NH2:4])(=[O:5])[c:6]1[c:7]([CH3:32])[n:8][c:9]([CH3:31])[c:10](-[c:12]2[cH:13][cH:14][c:15](-[c:18]3[c:19]([Cl:30])[cH:20][c:21]([CH:24]([C:25](=[O:26])[OH:27])[CH3:29])[cH:22][cH:23]3)[cH:16][cH:17]2)[n:11]1. Starting materials: FC1=CC=C(C=C1)C=1N=C(N(C1C1=CC=C(C=C1)F)/C=C/C=O)C(C)C ((E)-3-[4,5-bis(4-fluorophenyl)-2-(1-methylethyl)-1H-imidazol-1-yl]-2-propenal), C(C=C)[Mg]Cl (allylmagnesium chloride). Solvent: C1CCOC1 (THF). Reaction conditions: time 2.5 hour. Yields the product FC1=CC=C(C=C1)C=1N=C(N(C1C1=CC=C(C=C1)F)\C=C\C(CC=C)O)C(C)C ((±)-(E)-1-[4,5-Bis(4-fluorophenyl)-2-(1-methylethyl)-1H-imidazol-1-yl]-1,5-hexadien-3-ol). Reaction SMILES: [F:1][C:2]1[CH:7]=[CH:6][C:5]([C:8]2[N:9]=[C:10]([CH:24]([CH3:26])[CH3:25])[N:11](/[CH:20]=[CH:21]/[CH:22]=[O:23])[C:12]=2[C:13]2[CH:18]=[CH:17][C:16]([F:19])=[CH:15][CH:14]=2)=[CH:4][CH:3]=1.[CH2:27]([Mg]Cl)[CH:28]=[CH2:29]>C1COCC1>[F:1][C:2]1[CH:3]=[CH:4][C:5]([C:8]2[N:9]=[C:10]([CH:24]([CH3:26])[CH3:25])[N:11](/[CH:20]=[CH:21]/[CH:22]([OH:23])[CH2:29][CH:28]=[CH2:27])[C:12]=2[C:13]2[CH:18]=[CH:17][C:16]([F:19])=[CH:15][CH:14]=2)=[CH:6][CH:7]=1. Procedure details: To a solution of (E)-3-[4,5-bis(4-fluorophenyl)-2-(1-methylethyl)-1H-imidazol-1-yl]-2-propenal (430 mg) in dry THF (7 ml) at 0° under nitrogen, allylmagnesium chloride (2M in THF, 0.86 ml) was added. The mixture was stirred for 2.5 h at 0° and then quenched with saturated aqueous ammonium chloride. Extraction with ether (4×) gave, after drying and rotary-evaporation, the crude product (466 mg). FCC eluting with 20% then 30% System A afforded the title product (331.9 mg) as a white solid. Rf 0.41...